From a dataset of the Open Reaction Database (ORD), a public repository of structured organic reaction records. describe an organic reaction: reactants, conditions, products, and yield Reactants: O (water), CN1C(NC(C=2N(C(=NC12)N1CC(CCC1)NC(=O)OC(C)(C)C)CC=C(C)C)=O)=O (3-methyl-7-(3-methyl-2-buten-1-yl)-8-[3-(tert.-butyloxy-carbonylamino)-piperidin-1-yl]-xanthine), BrC=1C2=C(N(S(C1C)(=O)=O)C)C=CC=C2 (4-bromo-methyl-1-methyl-1H-benzo[c][1,2]thiazine-2,2-dioxide), C([O-])([O-])=O.[K+].[K+] (potassium carbonate). The solvent is CN(C=O)C (N,N-dimethylformamide). Reaction conditions: time 40 hour. Yields the product CN1S(C=C(C2=C1C=CC=C2)CN2C(=O)N(C=1N=C(N(C1C2=O)CC=C(C)C)N2CC(CCC2)NC(=O)OC(C)(C)C)C)(=O)=O (1-[(1-methyl-2,2-dioxo-1H-benzo[c][1,2]thiazin-4-yl)methyl]-3-methyl-7-(3-methyl-2-buten-1-yl)-8-[3-(tert.-butyloxycarbonylamino)-piperidin-1-yl]-xanthine). As a reaction SMILES: [CH3:1][N:2]1[C:10]2[N:9]=[C:8]([N:11]3[CH2:16][CH2:15][CH2:14][CH:13]([NH:17][C:18]([O:20][C:21]([CH3:24])([CH3:23])[CH3:22])=[O:19])[CH2:12]3)[N:7]([CH2:25][CH:26]=[C:27]([CH3:29])[CH3:28])[C:6]=2[C:5](=[O:30])[NH:4][C:3]1=[O:31].Br[C:33]1[C:34]2[CH:46]=[CH:45][CH:44]=[CH:43][C:35]=2[N:36]([CH3:42])[S:37](=[O:41])(=[O:40])[C:38]=1C.[C:47](=O)([O-])[O-].[K+].[K+].O>CN(C)C=O>[CH3:42][N:36]1[C:35]2[CH:43]=[CH:44][CH:45]=[CH:46][C:34]=2[C:33]([CH2:47][N:4]2[C:5](=[O:30])[C:6]3[N:7]([CH2:25][CH:26]=[C:27]([CH3:29])[CH3:28])[C:8]([N:11]4[CH2:16][CH2:15][CH2:14][CH:13]([NH:17][C:18]([O:20][C:21]([CH3:24])([CH3:22])[CH3:23])=[O:19])[CH2:12]4)=[N:9][C:10]=3[N:2]([CH3:1])[C:3]2=[O:31])=[CH:38][S:37]1(=[O:40])=[O:41] |f:2.3.4|. Procedure: A mixture of 260 mg of 3-methyl-7-(3-methyl-2-buten-1-yl)-8-[3-(tert.-butyloxy-carbonylamino)-piperidin-1-yl]-xanthine, 185 mg of 4-bromo-methyl-1-methyl-1H-benzo[c][1,2]thiazine-2,2-dioxide and 550 mg of potassium carbonate in 4 ml N,N-dimethylformamide is stirred for about 40 h at ambient temperature. As no reaction of any note can be detected by thin layer chromatography, the mixture is heated to 60° C. for 2 h and then stirred for another 15 h at 50° C. until the reaction is virtually comple... The reactants are CC(=O)O, ClC(Cl)Cl, [O-][I+3]([O-])([O-])O, I, O, O=S(=O)(O)O, c1cnc(N2CCNCC2)nc1. The product is Ic1cnc(N2CCNCC2)nc1. RXN SMILES: [CH3:24][C:25](=[O:26])[OH:27].[CH:28]([Cl:29])([Cl:30])[Cl:31].[I+3:19]([OH:20])([O-:21])([O-:22])[O-:23].[I:18].[OH2:32].[S:1](=[O:2])(=[O:3])([OH:4])[OH:5].[n:6]1[c:7]([N:12]2[CH2:13][CH2:14][NH:15][CH2:16][CH2:17]2)[n:8][cH:9][cH:10][cH:11]1>>[n:6]1[c:7]([N:12]2[CH2:13][CH2:14][NH:15][CH2:16][CH2:17]2)[n:8][cH:9][c:10]([I:19])[cH:11]1. Reagents/catalysts: [Pd] (palladium on charcoal). The solvent is CO (methanol). Procedure details: A solution of methyl [4,6-bis(dimethylamino)-2-(4-nitrobenzyl)pyrimidin-5-yl]acetate (5.00 g, 13.39 mmol) in methanol (150 mL) was treated with palladium on charcoal (10% Pd, 0.50 g) and the resulting black suspension was stirred under a blanket of hydrogen gas at room temperature for 10 hours. The reaction mixture was filtered through a pad of Celite and the filtrate was concentrated in vacuo to give methyl [2-(4-aminobenzyl)-4,6-bis(dimethylamino)pyrimidin-5-yl]acetate (4.53 g, 98%). The yield is 98.5%. Yields the product NC1=CC=C(CC2=NC(=C(C(=N2)N(C)C)CC(=O)OC)N(C)C)C=C1 (methyl [2-(4-aminobenzyl)-4,6-bis(dimethylamino)pyrimidin-5-yl]acetate). Reaction SMILES: [CH3:1][N:2]([CH3:27])[C:3]1[C:8]([CH2:9][C:10]([O:12][CH3:13])=[O:11])=[C:7]([N:14]([CH3:16])[CH3:15])[N:6]=[C:5]([CH2:17][C:18]2[CH:23]=[CH:22][C:21]([N+:24]([O-])=O)=[CH:20][CH:19]=2)[N:4]=1.[H][H]>CO.[Pd]>[NH2:24][C:21]1[CH:20]=[CH:19][C:18]([CH2:17][C:5]2[N:6]=[C:7]([N:14]([CH3:16])[CH3:15])[C:8]([CH2:9][C:10]([O:12][CH3:13])=[O:11])=[C:3]([N:2]([CH3:1])[CH3:27])[N:4]=2)=[CH:23][CH:22]=1. Starting materials: CN(C1=NC(=NC(=C1CC(=O)OC)N(C)C)CC1=CC=C(C=C1)[N+](=O)[O-])C (methyl [4,6-bis(dimethylamino)-2-(4-nitrobenzyl)pyrimidin-5-yl]acetate), [H][H] (hydrogen). Reactants: CC1(OB(OC1(C)C)C=1C=CC2=C(N=C(O2)C2CCN(CC2)C(=O)OC(C)C)C1)C (Isopropyl 4-(5-(4,4,5,5-tetramethyl-1,3,2-dioxaborolan-2-yl)benzo[d]oxazol-2-yl)piperidine-1-carboxylate), BrC1=CC(=C(C(=O)NC2CC2)C=C1)F (4-bromo-N-cyclopropyl-2-fluorobenzamide). The product is C1(CC1)NC(=O)C1=C(C=C(C=C1)C=1C=CC2=C(N=C(O2)C2CCN(CC2)C(=O)OC(C)C)C1)F (Isopropyl 4-{5-[4-(cyclopropylcarbamoyl)-3-fluorophenyl]benzo[d]oxazol-2-yl}piperidine-1-carboxylate). Isolated yield 7.0%. RXN SMILES: CC1(C)C(C)(C)OB([C:9]2[CH:10]=[CH:11][C:12]3[O:16][C:15]([CH:17]4[CH2:22][CH2:21][N:20]([C:23]([O:25][CH:26]([CH3:28])[CH3:27])=[O:24])[CH2:19][CH2:18]4)=[N:14][C:13]=3[CH:29]=2)O1.Br[C:32]1[CH:43]=[CH:42][C:35]([C:36]([NH:38][CH:39]2[CH2:41][CH2:40]2)=[O:37])=[C:34]([F:44])[CH:33]=1>>[CH:39]1([NH:38][C:36]([C:35]2[CH:42]=[CH:43][C:32]([C:9]3[CH:10]=[CH:11][C:12]4[O:16][C:15]([CH:17]5[CH2:18][CH2:19][N:20]([C:23]([O:25][CH:26]([CH3:28])[CH3:27])=[O:24])[CH2:21][CH2:22]5)=[N:14][C:13]=4[CH:29]=3)=[CH:33][C:34]=2[F:44])=[O:37])[CH2:41][CH2:40]1. Reported procedure: Following the General Procedure-3, the titled compound (20 mg) was prepared from Intermediate 14 (250 mg, 0.61 mmol) and 4-bromo-N-cyclopropyl-2-fluorobenzamide (156 mg, 0.61 mmol) as an off-white solid. M.P.: 162-165° C. MS (m/z): 466.3 [M+H]+. Reactants: NC1=C(C=C(OC2=CC(=NC=C2)C(=O)N)C=C1)Cl (4-(4-amino-3-chlorophenoxy)picolinamide), CN1N(C(C(=C1C)C(=O)O)=O)C1=CC=CC=C1 (1,5-dimethyl-3-oxo-2-phenyl-2,3-dihydro-1H-pyrazole-4-carboxylic acid), CN1N(C(C(=C1C)C(=O)O)=O)C1=CC=CC=C1 (1,5-dimethyl-3-oxo-2-phenyl-2,3-dihydro-1H-pyrazole-4-carboxylic acid), CCN=C=NCCCN(C)C (EDCI), CCN=C=NCCCN(C)C (EDCI), C1=CC2=C(N=C1)N(N=N2)O (HOAT). Solvent: C(Cl)Cl (DCM), O (water). Conditions: temperature 46 celsius, time 6 hour. Product: ClC=1C=C(OC2=CC(=NC=C2)C(=O)N)C=CC1NC(=O)C=1C(N(N(C1C)C)C1=CC=CC=C1)=O (4-(3-chloro-4-(1,5-dimethyl-3-oxo-2-phenyl-2,3-dihydro-1H-pyrazole-4-carboxamido)phenoxy)picolinamide). Yield: 46.5%. RXN SMILES: [NH2:1][C:2]1[CH:17]=[CH:16][C:5]([O:6][C:7]2[CH:12]=[CH:11][N:10]=[C:9]([C:13]([NH2:15])=[O:14])[CH:8]=2)=[CH:4][C:3]=1[Cl:18].[CH3:19][N:20]1[C:24]([CH3:25])=[C:23]([C:26](O)=[O:27])[C:22](=[O:29])[N:21]1[C:30]1[CH:35]=[CH:34][CH:33]=[CH:32][CH:31]=1.CCN=C=NCCCN(C)C.C1C=NC2N(O)N=NC=2C=1>C(Cl)Cl.O>[Cl:18][C:3]1[CH:4]=[C:5]([CH:16]=[CH:17][C:2]=1[NH:1][C:26]([C:23]1[C:22](=[O:29])[N:21]([C:30]2[CH:31]=[CH:32][CH:33]=[CH:34][CH:35]=2)[N:20]([CH3:19])[C:24]=1[CH3:25])=[O:27])[O:6][C:7]1[CH:12]=[CH:11][N:10]=[C:9]([C:13]([NH2:15])=[O:14])[CH:8]=1. Procedure: To a suspension of 4-(4-amino-3-chlorophenoxy)picolinamide (191 mg, 0.72 mmol) and 1,5-dimethyl-3-oxo-2-phenyl-2,3-dihydro-1H-pyrazole-4-carboxylic acid (168 mg, 0.72 mmol) in DCM (10 mL) was added EDCI (166 mg, 0.86 mmol) and HOAT (20 mg, 0.14 mmol). The reaction was stirred at 46° C. for 6 hours, followed by the addition of 1,5-dimethyl-3-oxo-2-phenyl-2,3-dihydro-1H-pyrazole-4-carboxylic acid (32 mg, 0.14 mmol) and EDCI (27 mg, 0.14 mmol). The mixture was further stirred at 46° C. for 13 hours... The product is C(C=C)OC(=O)N1C(C=C(C1)C(C)=O)CO[Si](C)(C)C(C)(C)C (1-allyloxycarbonyl-4-acetyl-2-tert-butyldimethylsilyloxymethyl-3-pyrroline). As a reaction SMILES: C(Cl)Cl.[CH2:4]([O:7][C:8]([N:10]1[CH2:14][C:13]([C:15](=[O:17])[CH3:16])=[CH:12][CH:11]1[CH2:18][OH:19])=[O:9])[CH:5]=[CH2:6].N1C=CN=C1.[Si:25](Cl)([C:28]([CH3:31])([CH3:30])[CH3:29])([CH3:27])[CH3:26]>C(OCC)(=O)C.O>[CH2:4]([O:7][C:8]([N:10]1[CH2:14][C:13]([C:15](=[O:17])[CH3:16])=[CH:12][CH:11]1[CH2:18][O:19][Si:25]([C:28]([CH3:31])([CH3:30])[CH3:29])([CH3:27])[CH3:26])=[O:9])[CH:5]=[CH2:6]. Starting materials: C(Cl)Cl (methylene chloride), C(C=C)OC(=O)N1C(C=C(C1)C(C)=O)CO (1-allyloxycarbonyl-4-acetyl-2-hydroxymethyl-3-pyrroline), N1C=NC=C1 (imidazole), [Si](C)(C)(C(C)(C)C)Cl (tert-butyldimethylsilyl chloride). Run at time 1 day. Yield: 38.5%. Run in C(C)(=O)OCC (ethyl acetate), O (water). Reported procedure: To a methylene chloride solution (50 ml) of 1-allyloxycarbonyl-4-acetyl-2-hydroxymethyl-3-pyrroline (2.5 g) and imidazole (1.51 g) was added tert-butyldimethylsilyl chloride (2.5 g) under ice-cooling. The mixture was then stirred at room temperature for one day, followed by addition of water and ethyl acetate. The aqueous layer was separated and extracted with ethyl acetate twice. The organic layers were combined, washed with 1N hydrochloric acid, saturated aqueous sodium hydrogen carbonate solu... Starting materials: O=C([O-])[O-], CS(C)=O, CI, [K+], [K+], O=C1OC2(CCN(C(=O)C3(c4ccc(-n5c(=O)[nH]c6ccccc65)cc4)CC3)C2)c2ccncc21. The product is Cn1c(=O)n(-c2ccc(C3(C(=O)N4CCC5(C4)OC(=O)c4cnccc45)CC3)cc2)c2ccccc21. Reaction SMILES: [C:40](=[O:41])([O-:42])[O-:43].[CH3:36][S:37](=[O:38])[CH3:39].[CH3:46][I:47].[K+:44].[K+:45].[O:1]=[c:2]1[nH:3][c:4]2[c:5]([n:6]1-[c:7]1[cH:8][cH:9][c:10]([C:13]3([C:16](=[O:17])[N:18]4[CH2:19][C:20]5([O:21][C:22](=[O:29])[c:23]6[cH:24][n:25][cH:26][cH:27][c:28]65)[CH2:30][CH2:31]4)[CH2:14][CH2:15]3)[cH:11][cH:12]1)[cH:32][cH:33][cH:34][cH:35]2>>[O:1]=[c:2]1[n:3]([CH3:36])[c:4]2[c:5]([n:6]1-[c:7]1[cH:8][cH:9][c:10]([C:13]3([C:16](=[O:17])[N:18]4[CH2:19][C:20]5([O:21][C:22](=[O:29])[c:23]6[cH:24][n:25][cH:26][cH:27][c:28]65)[CH2:30][CH2:31]4)[CH2:14][CH2:15]3)[cH:11][cH:12]1)[cH:32][cH:33][cH:34][cH:35]2.